This data is from the Open Reaction Database (ORD), a public repository of structured organic reaction records. The task is: describe an organic reaction: reactants, conditions, products, and yield Procedure: Dissolve [1R,2S,3R,4S,5R]-2-amino-β-hydroxy-3,4,5-tris(phenylmethoxy)cyclopentanepropanoic acid, ethyl ester (140 mg, 0.269 mmol) in methanol (15 mL) and add a catalytic amount of sodium methoxide. Heat at reflux under a nitrogen atmosphere for 90 minutes, add additional sodium methoxide and continue heating at reflux for 21/2 hours. Evaporate the solvent in vacuo and partition between ethyl ether and aqueous ammonium chloride. Separate the organic phase, wash with aqueuos sodium chloride, dry (... Product: OC1CC(N[C@@H]2[C@H]([C@H]([C@@H]([C@@H]12)OCC1=CC=CC=C1)OCC1=CC=CC=C1)OCC1=CC=CC=C1)=O ([4aR,5R,6S,7R,7aS]-Octahydro-4-hydroxy-5,6,7-tris(phenylmethoxy)-2H-1-pyrindin-2-one). The reactants are C[O-].[Na+] (sodium methoxide), N[C@H]1[C@@H]([C@H]([C@@H]([C@@H]1OCC1=CC=CC=C1)OCC1=CC=CC=C1)OCC1=CC=CC=C1)C(CC(=O)OCC)O ([1R,2S,3R,4S,5R]-2-amino-β-hydroxy-3,4,5-tris(phenylmethoxy)cyclopentanepropanoic acid, ethyl ester), C[O-].[Na+] (sodium methoxide). The solvent is CO (methanol). As a reaction SMILES: [NH2:1][C@@H:2]1[C@@H:6]([O:7][CH2:8][C:9]2[CH:14]=[CH:13][CH:12]=[CH:11][CH:10]=2)[C@@H:5]([O:15][CH2:16][C:17]2[CH:22]=[CH:21][CH:20]=[CH:19][CH:18]=2)[C@H:4]([O:23][CH2:24][C:25]2[CH:30]=[CH:29][CH:28]=[CH:27][CH:26]=2)[C@H:3]1[CH:31]([OH:38])[CH2:32][C:33](OCC)=[O:34].C[O-].[Na+]>CO>[OH:38][CH:31]1[C@H:3]2[C@@H:2]([C@@H:6]([O:7][CH2:8][C:9]3[CH:14]=[CH:13][CH:12]=[CH:11][CH:10]=3)[C@@H:5]([O:15][CH2:16][C:17]3[CH:18]=[CH:19][CH:20]=[CH:21][CH:22]=3)[C@@H:4]2[O:23][CH2:24][C:25]2[CH:30]=[CH:29][CH:28]=[CH:27][CH:26]=2)[NH:1][C:33](=[O:34])[CH2:32]1 |f:1.2|. Starting materials: C(C)(C)(C)C1CCC(CC1)=O (4-t-butylcyclohexanone), Cl (hydrochloric acid), S(=O)(=O)(Cl)Cl (sulfuryl chloride). The solvent is C1=CC=CC=C1 (benzene), ferric chloride. Product: C(C)(C)(C)C1CC(C(CC1)=O)Cl (4-t-butyl-2-chlorocyclohexanone). RXN SMILES: [C:1]([CH:5]1[CH2:10][CH2:9][C:8](=[O:11])[CH2:7][CH2:6]1)([CH3:4])([CH3:3])[CH3:2].S(Cl)([Cl:15])(=O)=O.Cl>C1C=CC=CC=1>[C:1]([CH:5]1[CH2:6][CH2:7][C:8](=[O:11])[CH:9]([Cl:15])[CH2:10]1)([CH3:4])([CH3:2])[CH3:3]. Procedure: The compound 4-t-butylcyclohexanone, 154.3 grams, is dissolved in 1 liter of benzene to which a trace of ferric chloride is added. The mixture is heated and 148.5 grams of sulfuryl chloride is added dropwise in periodic increments. The reaction mixture is slowly heated to its reflux temperature and maintained at that temperature until no further evolution of hydrochloric acid is observed. The solvent is removed in vacuo and the residue dissolved in a small amount of heptane. The solution is pass... The reactants are CCO, CCOC(=O)C(CNC(=O)Nc1ccc(Cl)cc1)c1ccccc1, [Na+], [OH-]. Product: O=C(NCC(C(=O)O)c1ccccc1)Nc1ccc(Cl)cc1. RXN SMILES: [CH3:27][CH2:28][OH:29].[Cl:1][c:2]1[cH:3][cH:4][c:5]([NH:8][C:9]([NH:10][CH2:11][CH:12]([C:13](=[O:14])[O:15][CH2:16][CH3:17])[c:18]2[cH:19][cH:20][cH:21][cH:22][cH:23]2)=[O:24])[cH:6][cH:7]1.[Na+:26].[OH-:25]>>[Cl:1][c:2]1[cH:3][cH:4][c:5]([NH:8][C:9]([NH:10][CH2:11][CH:12]([C:13](=[O:14])[OH:15])[c:18]2[cH:19][cH:20][cH:21][cH:22][cH:23]2)=[O:24])[cH:6][cH:7]1.